This data is from the Open Reaction Database (ORD), a public repository of structured organic reaction records. The task is: describe an organic reaction: reactants, conditions, products, and yield Starting materials: ClC1=CC=C2C(N(C(=NC2=C1)[C@@H](CC#C)NCCCN1C(C2=CC=CC=C2C1=O)=O)NC1=CC=CC=C1)=O (2-{3-[(R)-1-(7-chloro-4-oxo-3-phenylamino-3,4-dihydro-quinazolin-2-yl)-but-3-ynylamino]-propyl}-isoindole-1,3-dione), S(=O)(=O)(Cl)Cl (sulfonyl chloride), CC1=CC=C(C=C1)S(=O)(=O)Cl (4-methyl benzenesulfonyl chloride), solution. Solvent: N1=CC=CC=C1 (pyridine), CC(=O)N(C)C.C(=O)(C)C#N (DMA AcCN). Reaction conditions: temperature 45 celsius, time 24 hour. The product is NCCCN(S(=O)(=O)C1=CC=C(C=C1)C)[C@H](CC#C)C1=NC2=CC(=CC=C2C(N1NC1=CC=CC=C1)=O)Cl (N-(3-amino-propyl)-N-[(R)-1-(7-chloro-4-oxo-3-phenylamino-3,4-dihydro-quinazolin-2-yl)-but-3-ynyl]-4-methyl-benzenesulfonamide). Reaction SMILES: [Cl:1][C:2]1[CH:11]=[C:10]2[C:5]([C:6](=[O:38])[N:7]([NH:31][C:32]3[CH:37]=[CH:36][CH:35]=[CH:34][CH:33]=3)[C:8]([C@H:12]([NH:16][CH2:17][CH2:18][CH2:19][N:20]3C(=O)C4C(=CC=CC=4)C3=O)[CH2:13][C:14]#[CH:15])=[N:9]2)=[CH:4][CH:3]=1.S(Cl)(Cl)(=O)=O.[CH3:44][C:45]1[CH:50]=[CH:49][C:48]([S:51](Cl)(=[O:53])=[O:52])=[CH:47][CH:46]=1>N1C=CC=CC=1.CC(N(C)C)=O.C(C#N)(C)=O>[NH2:20][CH2:19][CH2:18][CH2:17][N:16]([C@@H:12]([C:8]1[N:7]([NH:31][C:32]2[CH:37]=[CH:36][CH:35]=[CH:34][CH:33]=2)[C:6](=[O:38])[C:5]2[C:10](=[CH:11][C:2]([Cl:1])=[CH:3][CH:4]=2)[N:9]=1)[CH2:13][C:14]#[CH:15])[S:51]([C:48]1[CH:49]=[CH:50][C:45]([CH3:44])=[CH:46][CH:47]=1)(=[O:53])=[O:52] |f:4.5|. Procedure: A solution of 2-{3-[(R)-1-(7-chloro-4-oxo-3-phenylamino-3,4-dihydro-quinazolin-2-yl)-but-3-ynylamino]-propyl}-isoindole-1,3-dione (52.6 mg, 0.10 μmol) in pyridine (0.5 mL) was treated with respective sulfonyl chloride (in this case 4-methyl benzenesulfonyl chloride, 0.25M solution in DMA/AcCN (1:1), 0.5 mL, 0.125 μmol). The mixture was stirred at 45° C. for 24 h. Solvent was removed under reduced pressure. Residue was taken in MeOH (1.0 mL) and treated with hydrazine (0.25 mL). Reaction mixture ... Reactants: ClC1=CC=C(CN(CCO)C2CNCC2)C=C1 (2-[(4-chloro-benzyl)-pyrrolidin-3-yl-amino]-ethanol), C([O-])([O-])=O.[K+].[K+] (potassium carbonate), BrCC\C=C/1\C2=C(OCC3=C1C=CC=N3)C=CC(=C2)C(C)(C)O ((E)-2-[5-(3-bromo-propylidene)-5,11-dihydro-10-oxa-1-aza-dibenzo[a,d]cyclohepten-7-yl]-propan-2-ol). The solvent is C(C)#N.O (acetonitrile water). Conditions: temperature 50 celsius, time 24 hour. The product is ClC1=CC=C(CN(C2CN(CC2)CCC=C2C3=C(OCC4=C2C=CC=N4)C=CC(=C3)C(C)(C)O)CCO)C=C1 (2-[5-(3-{3-[(4-Chloro-benzyl)-(2-hydroxy-ethyl)-amino]-pyrrolidin-1-yl}-propylidene)-5,11-dihydro-10-oxa-1-aza-dibenzo[a,d]cyclohepten-7-yl]-propan-2-ol). Reaction SMILES: [Cl:1][C:2]1[CH:17]=[CH:16][C:5]([CH2:6][N:7]([CH:11]2[CH2:15][CH2:14][NH:13][CH2:12]2)[CH2:8][CH2:9][OH:10])=[CH:4][CH:3]=1.C(=O)([O-])[O-].[K+].[K+].Br[CH2:25][CH2:26]/[CH:27]=[C:28]1/[C:29]2[CH:42]=[C:41]([C:43]([OH:46])([CH3:45])[CH3:44])[CH:40]=[CH:39][C:30]=2[O:31][CH2:32][C:33]2[N:38]=[CH:37][CH:36]=[CH:35][C:34]/1=2>C(#N)C.O>[Cl:1][C:2]1[CH:3]=[CH:4][C:5]([CH2:6][N:7]([CH2:8][CH2:9][OH:10])[CH:11]2[CH2:15][CH2:14][N:13]([CH2:25][CH2:26][CH:27]=[C:28]3[C:34]4[CH:35]=[CH:36][CH:37]=[N:38][C:33]=4[CH2:32][O:31][C:30]4[CH:39]=[CH:40][C:41]([C:43]([OH:46])([CH3:45])[CH3:44])=[CH:42][C:29]3=4)[CH2:12]2)=[CH:16][CH:17]=1 |f:1.2.3,5.6|. Procedure: To a solution of 2-[(4-chloro-benzyl)-pyrrolidin-3-yl-amino]-ethanol (0.15 g, 0.6 mmol) in acetonitrile:water (4:1) was added potassium carbonate (0.11 g, 0.8 mmol) and (E)-2-[5-(3-bromo-propylidene)-5,11-dihydro-10-oxa-1-aza-dibenzo[a,d]cyclohepten-7-yl]-propan-2-ol (0.15 g, 0.4 mmol) and the resulting mixture was stirred at 50° C. for 24 h. The reaction mixture was concentrated in vacuo, diluted with ethyl acetate and dried over sodium sulfate. The crude product was purified on silica. 1H-NMR ... Starting materials: CC(C)(C)OC(=O)N1CCC(CC1)C1=C(C=C(C=C1)N1C(O[C@H](C1)CN)=O)F ((S)-(-)-4-[4-[5-(Aminomethyl)-2-oxo-3-oxazolidinyl]-2-fluorophenyl]-1-piperidinecarboxylic acid 1,1-dimethylethyl ester), N1=CC=CC=C1 (pyridine), C(C)(=O)OC(C)=O (acetic anhydride). Solvent: C(Cl)Cl (methylene chloride), C(Cl)Cl (methylene chloride). Run at time 4 hour. The product is CC(C)(C)OC(=O)N1CCC(CC1)C1=C(C=C(C=C1)N1C(O[C@H](C1)CNC(C)=O)=O)F ((S)-(-)-4-[4-[5-[(Acetylamino)methyl]-2-oxo-3-oxazolidinyl]-2-fluorophenyl]-1-piperidinecarboxylic acid 1,1-dimethylethyl ester). RXN SMILES: [CH3:1][C:2]([O:5][C:6]([N:8]1[CH2:13][CH2:12][CH:11]([C:14]2[CH:19]=[CH:18][C:17]([N:20]3[CH2:24][C@H:23]([CH2:25][NH2:26])[O:22][C:21]3=[O:27])=[CH:16][C:15]=2[F:28])[CH2:10][CH2:9]1)=[O:7])([CH3:4])[CH3:3].N1C=CC=CC=1.[C:35](OC(=O)C)(=[O:37])[CH3:36]>C(Cl)Cl>[CH3:4][C:2]([O:5][C:6]([N:8]1[CH2:9][CH2:10][CH:11]([C:14]2[CH:19]=[CH:18][C:17]([N:20]3[CH2:24][C@H:23]([CH2:25][NH:26][C:35](=[O:37])[CH3:36])[O:22][C:21]3=[O:27])=[CH:16][C:15]=2[F:28])[CH2:12][CH2:13]1)=[O:7])([CH3:1])[CH3:3]. Procedure: A solution of (S)4-)-4-[4-[5-(aminomethyl)-2-oxo-3-oxazolidinyl]-2-fluorophenyl]-1-piperidinecarboxylic acid 1,1-dimethylethyl ester (EXAMPLE 20, Step 8, 9.45 g) in dry methylene chloride (96 mL) under N2 is treated with pyridine (5.82 mL) and acetic anhydride (3.40 mL), and the resulting mixture is stirred at ambient temperature for four hours, diluted with methylene chloride (25 mL), washed with water (25 mL), saturated aqueous sodium bicarbonate (25 mL) and saline (25 mL), dried over anhydrou...